This data is from the Open Reaction Database (ORD), a public repository of structured organic reaction records. The task is: describe an organic reaction: reactants, conditions, products, and yield Starting materials: BrC(C)C=1OC2=CC=CC=C2C(C1C1=CC(=CC=C1)F)=O (2-(1-bromoethyl)-3-(3-fluorophenyl)-4H-chromen-4-one), CS(=O)C (DMSO). Solvent: C(CCC)O (n-butanol). Conditions: temperature 120 celsius. Yields the product FC=1C=C(C=CC1)C1=C(OC2=CC=CC=C2C1=O)C(C)O (3-(3-fluorophenyl)-2-(1-hydroxyethyl)-4H-chromen-4-one). Yield: 64.0%. As a reaction SMILES: Br[CH:2]([C:4]1[O:5][C:6]2[C:11]([C:12](=[O:21])[C:13]=1[C:14]1[CH:19]=[CH:18][CH:17]=[C:16]([F:20])[CH:15]=1)=[CH:10][CH:9]=[CH:8][CH:7]=2)[CH3:3].CS(C)=[O:24]>C(O)CCC>[F:20][C:16]1[CH:15]=[C:14]([C:13]2[C:12](=[O:21])[C:11]3[C:6](=[CH:7][CH:8]=[CH:9][CH:10]=3)[O:5][C:4]=2[CH:2]([OH:24])[CH3:3])[CH:19]=[CH:18][CH:17]=1. Procedure details: To a solution of 2-(1-bromoethyl)-3-(3-fluorophenyl)-4H-chromen-4-one (30 g, 86.51 mmol) in DMSO (300 ml), n-butanol (15 ml) was added and heated to 120° C. for 3 h. The reaction mixture was cooled to RT, quenched with water and extracted with ethyl acetate. The organic layer was dried over sodium sulphate and concentrated under reduced pressure. The crude product was purified by column chromatography with ethyl acetate: petroleum ether to afford the title compound as a off-white solid (16 g, 64... Starting materials: CN1CCNc2ccccc21, O=C(O)c1cncnc1Oc1cc(Cl)ccc1Cl. Product: CN1CCN(C(=O)c2cncnc2Oc2cc(Cl)ccc2Cl)c2ccccc21. RXN SMILES: [CH3:19][N:20]1[CH2:21][CH2:22][NH:23][c:24]2[cH:25][cH:26][cH:27][cH:28][c:29]21.[Cl:1][c:2]1[c:3]([O:4][c:5]2[n:6][cH:7][n:8][cH:9][c:10]2[C:11](=[O:12])[OH:13])[cH:14][c:15]([Cl:18])[cH:16][cH:17]1>>[Cl:1][c:2]1[c:3]([O:4][c:5]2[n:6][cH:7][n:8][cH:9][c:10]2[C:11](=[O:13])[N:23]2[CH2:22][CH2:21][N:20]([CH3:19])[c:29]3[c:24]2[cH:25][cH:26][cH:27][cH:28]3)[cH:14][c:15]([Cl:18])[cH:16][cH:17]1.